From a dataset of the Open Reaction Database (ORD), a public repository of structured organic reaction records. describe an organic reaction: reactants, conditions, products, and yield Starting materials: [H-].[Na+] (sodium hydride), COC1=NC(=NC(=C1)OC)OC1=C(C(=O)O)C=CC=C1 (2-(4,6-dimethoxypyrimidin-2-yl)oxy benzoic acid), Cl (hydrochloric acid), BrCCC1OCCO1 (2-(2-bromoethyl)-1,3-dioxolane). Solvent: CN(C=O)C (N,N-dimethylformamide), CN(C=O)C (N,N-dimethylformamide), C(Cl)(Cl)Cl (chloroform), CN(C=O)C (N,N-dimethylformamide). Run at time 30 minute. Yields the product COC1=NC(=NC(=C1)OC)OC1=C(C(=O)OCCC2OCCO2)C=CC=C1 (2-(1,3-dioxolan-2-yl)ethyl 2-(4,6-dimethoxypyrimidin-2-yl)oxybenzoate). The yield is 63.8%. As a reaction SMILES: [H-].[Na+].[CH3:3][O:4][C:5]1[CH:10]=[C:9]([O:11][CH3:12])[N:8]=[C:7]([O:13][C:14]2[CH:22]=[CH:21][CH:20]=[CH:19][C:15]=2[C:16]([OH:18])=[O:17])[N:6]=1.Br[CH2:24][CH2:25][CH:26]1[O:30][CH2:29][CH2:28][O:27]1.Cl>C(Cl)(Cl)Cl.CN(C)C=O>[CH3:12][O:11][C:9]1[CH:10]=[C:5]([O:4][CH3:3])[N:6]=[C:7]([O:13][C:14]2[CH:22]=[CH:21][CH:20]=[CH:19][C:15]=2[C:16]([O:18][CH2:24][CH2:25][CH:26]2[O:30][CH2:29][CH2:28][O:27]2)=[O:17])[N:8]=1 |f:0.1|. Procedure: 10 Milliliters of N,N-dimethylformamide in which 0.22 g of 60% sodium hydride in oil has been suspended was mixed with 5 ml of N,N-dimethylformamide solution of 1.38 g of 2-(4,6-dimethoxypyrimidin-2-yl)oxy benzoic acid. After stirring the mixture at room temperature for 30 minutes, 10 ml of N,N-dimethylformamide solution of 1.81 g of 2-(2-bromoethyl)-1,3-dioxolane was added thereto. The resulting solution was stirred at 100° to 110° C. for 2 hours. The reaction solution was allowed to cool, pour...